This data is from the Open Reaction Database (ORD), a public repository of structured organic reaction records. The task is: describe an organic reaction: reactants, conditions, products, and yield The reactants are FC(=C(C(F)(F)F)F)F (1,1,2,3,3,3-hexafluoropropylene), CN1C=NC=C1 (1-Methylimidazole), FC(=C(C(F)(F)F)F)F (1,1,2,3,3,3-hexafluoropropylene), Cl (HCl). Run in C(C)#N (acetonitrile). Product: [Cl-].C[N+]1=CN(C=C1)C(C(C(F)(F)F)F)(F)F (1-methyl-3-(1,1,2,3,3,3-hexafluoropropyl)imidazolium chloride). Yield: 97.0%. Reaction SMILES: [CH3:1][N:2]1[CH:6]=[CH:5][N:4]=[CH:3]1.[ClH:7].[F:8][C:9]([F:16])=[C:10]([F:15])[C:11]([F:14])([F:13])[F:12]>C(#N)C>[Cl-:7].[CH3:1][N+:2]1[CH:6]=[CH:5][N:4]([C:9]([F:16])([F:8])[CH:10]([F:15])[C:11]([F:14])([F:13])[F:12])[CH:3]=1 |f:4.5|. Procedure: 1-Methylimidazole (10 mmol) was dissolved in acetonitrile (20 mL) in a 100 mL high pressure reactor, and HCl (ether solution, 10 mmol) was added slowly. After sealing the reactor and removing air, 1,1,2,3,3,3-hexafluoropropylene (20 mmol) was added and stirring was carried out at room temperature (20° C.) for 2 hours. Pressure inside the reactor, which was initially maintained at room temperature at about 60 psig by 1,1,2,3,3,3-hexafluoropropylene, decreased as the reaction occurred. When the pr... Starting materials: OC=1C=C(C=CC(=O)O)C=CC1 (3-hydroxycinnamic acid), C1(CCCCC1)N=C=NC1CCCCC1 (dicyclohexylcarbodiimide), NCCCNCCCCNCCCN (spermine). Run in ClCCl (dichloromethane). Reaction conditions: time 21 hour. Product: OC=1C=C(C=CC(=O)NCCCNCCCCNCCCN)C=CC1 (N-(3-Hydroxycinnamoyl)-spermine). Isolated yield 26.6%. Reaction SMILES: [OH:1][C:2]1[CH:3]=[C:4]([CH:10]=[CH:11][CH:12]=1)[CH:5]=[CH:6][C:7]([OH:9])=O.C1(N=C=NC2CCCCC2)CCCCC1.[NH2:28][CH2:29][CH2:30][CH2:31][NH:32][CH2:33][CH2:34][CH2:35][CH2:36][NH:37][CH2:38][CH2:39][CH2:40][NH2:41]>ClCCl>[OH:1][C:2]1[CH:3]=[C:4]([CH:10]=[CH:11][CH:12]=1)[CH:5]=[CH:6][C:7]([NH:41][CH2:40][CH2:39][CH2:38][NH:37][CH2:36][CH2:35][CH2:34][CH2:33][NH:32][CH2:31][CH2:30][CH2:29][NH2:28])=[O:9]. Procedure: According to the General Procedure using 3-hydroxycinnamic acid (160 mg, 0.97 mMol), dicyclohexylcarbodiimide (226 mg, 1.10 mMol), and spermine (400 mg, 1.98 mMol) in dichloromethane (6 ml), activation during 2 h and coupling over 21 h. The product was eluted over silica gel with dichloromethane/methanol/0.880 ammonia solution (4:2:1). The desired amide was in fractions 15-22 and was homogeneous when monitored by tlc on silica (CH2Cl2 /MeOH/NH4OH, 4:2:1), Rf =0.22, (108 mg, 32%), lyophilisation ... Reactants: BrC=1C=CC(=C(C1)C1C(C(OC(C1=O)(C)C)(C)C)=O)CC (4-(5-bromo-2-ethylphenyl)-2,2,6,6-tetramethylpyran-3,5-dione), ClC1=CC=C(C=C1)O (4-chlorophenol), N1=CC=CC2=CC=C3C=CC=NC3=C12 (1,10-phenanthroline), P(=O)([O-])([O-])[O-].[K+].[K+].[K+] (potassium phosphate), Cl (hydrochloric acid). The reagents and catalysts are [Cu]I (copper(I) iodide). Solvent: CS(=O)C (dimethylsulfoxide). Yields the product ClC1=CC=C(OC=2C=CC(=C(C2)C2C(C(OC(C2=O)(C)C)(C)C)=O)CC)C=C1 (4-[5-(4-chlorophenoxy)-2-ethylphenyl]-2,2,6,6-tetramethylpyran-3,5-dione). As a reaction SMILES: Br[C:2]1[CH:3]=[CH:4][C:5]([CH2:20][CH3:21])=[C:6]([CH:8]2[C:13](=[O:14])[C:12]([CH3:16])([CH3:15])[O:11][C:10]([CH3:18])([CH3:17])[C:9]2=[O:19])[CH:7]=1.[Cl:22][C:23]1[CH:28]=[CH:27][C:26]([OH:29])=[CH:25][CH:24]=1.N1C2C(=CC=C3C=2N=CC=C3)C=CC=1.P([O-])([O-])([O-])=O.[K+].[K+].[K+].Cl>CS(C)=O.[Cu]I>[Cl:22][C:23]1[CH:28]=[CH:27][C:26]([O:29][C:2]2[CH:3]=[CH:4][C:5]([CH2:20][CH3:21])=[C:6]([CH:8]3[C:13](=[O:14])[C:12]([CH3:16])([CH3:15])[O:11][C:10]([CH3:18])([CH3:17])[C:9]3=[O:19])[CH:7]=2)=[CH:25][CH:24]=1 |f:3.4.5.6|. Procedure: A mixture of 4-(5-bromo-2-ethylphenyl)-2,2,6,6-tetramethylpyran-3,5-dione (200 mg, 0.57 mmol), 4-chlorophenol (110 mg, 0.86 mmol), copper(I) iodide (109 mg, 0.57 mmol), 1,10-phenanthroline (103 mg, 0.57 mmol) and potassium phosphate (483 mg, 2.28 mmol), in dimethylsulfoxide (3.5 ml) is heated to 200° C. under microwave irradiation for 30 minutes. The mixture is cooled to room temperature, poured into 2M aqueous hydrochloric acid and extracted with dichloromethane. The organic extract is washed w... Reactants: BrN1C(N(C(C1=O)(C)C)Br)=O (dibromodimethylhydantoin), C(C)(=O)O[C@@H]1CC2=CC[C@H]3[C@@H]4CC[C@H]([C@@H](CCCC(C)C)C)[C@]4(CC[C@@H]3[C@]2(CC1)C)C (cholesterol acetate). Run in petroleum ether. Yields the product C(C)(=O)O[C@@H]1CC2=C[C@H]([C@H]3[C@@H]4CC[C@H]([C@@H](CCCC(C)C)C)[C@]4(CC[C@@H]3[C@]2(CC1)C)C)Br (7α-bromocholesterol acetate). Yield: 43.5%. As a reaction SMILES: [Br:1]N1C(=O)C(C)(C)N(Br)C1=O.[C:12]([O:15][C@H:16]1[CH2:40][CH2:39][C@@:38]2([CH3:41])[C:18](=[CH:19][CH2:20][C@@H:21]3[C@@H:37]2[CH2:36][CH2:35][C@@:34]2([CH3:42])[C@H:22]3[CH2:23][CH2:24][C@@H:25]2[C@H:26]([CH3:33])[CH2:27][CH2:28][CH2:29][CH:30]([CH3:32])[CH3:31])[CH2:17]1)(=[O:14])[CH3:13]>>[C:12]([O:15][C@H:16]1[CH2:40][CH2:39][C@@:38]2([CH3:41])[C:18](=[CH:19][C@@H:20]([Br:1])[C@@H:21]3[C@@H:37]2[CH2:36][CH2:35][C@@:34]2([CH3:42])[C@H:22]3[CH2:23][CH2:24][C@@H:25]2[C@H:26]([CH3:33])[CH2:27][CH2:28][CH2:29][CH:30]([CH3:31])[CH3:32])[CH2:17]1)(=[O:14])[CH3:13]. Procedure: 16.3 g of dibromodimethylhydantoin were added to a solution of 42.8 g of cholesterol acetate in 300 ml of petroleum ether (40°-60° C.). The reaction mixture was refluxed for 1 hour while stirring thoroughly. After cooling, the solid (dimethylhydantoin) was filtered off; the solvent was distilled off from the filtrate under reduced pressure. In order to remove the last traces of solvent, 100 ml of acetone were added, after which the solution was again evaporated under reduced pressure. The residu... The reactants are [OH-].[Na+] (NaOH), acetates, OC1=CC(=C2C(C=C(O2)C2=CC=C(C=C2)O)=C1C=NO)OC (5-Hydroxy-2-(4-hydroxy-phenyl)-7-methoxy-benzofuran-4-carbaldehyde oxime), [H-].[Na+] (NaH), Cl (HCl). Solvent: CO (MeOH), CC(=O)OC(=O)C (Ac2O). Run at temperature 100 celsius. Yields the product OC1=CC(=C2C(C=C(O2)C2=CC=C(C=C2)O)=C1C#N)OC (5-Hydroxy-2-(4-hydroxy-phenyl)-7-methoxy-benzofuran-4-carbonitrile). Reaction SMILES: [OH:1][C:2]1[C:17]([CH:18]=[N:19]O)=[C:6]2[CH:7]=[C:8]([C:10]3[CH:15]=[CH:14][C:13]([OH:16])=[CH:12][CH:11]=3)[O:9][C:5]2=[C:4]([O:21][CH3:22])[CH:3]=1.[H-].[Na+].[OH-].[Na+].Cl>CC(OC(C)=O)=O.CO>[OH:1][C:2]1[C:17]([C:18]#[N:19])=[C:6]2[CH:7]=[C:8]([C:10]3[CH:11]=[CH:12][C:13]([OH:16])=[CH:14][CH:15]=3)[O:9][C:5]2=[C:4]([O:21][CH3:22])[CH:3]=1 |f:1.2,3.4|. Procedure details: The crude 7 oxime 72 was heated in neat Ac2O at 100° C. for 30 minutes. The Ac2O was removed and the crude product was dissolved in EtOAc, washed with brine and dried over MgSO4. The solution was concentrated down and the crude triacetate was dissolved in DMF (10 mL) and treated with NaH (0.1 g, 60% dispersion in mineral oil, 2.5 mmol) and the reaction mixture was heated to 100° C. for 15 min. After cooling to rt, the solution was treated with a 20% NaOH aq solution and enough MeOH to get everyt... Starting materials: ClCCl, O=C(OO)c1cccc(Cl)c1, CCCCCCCN(CCCCCSc1nc(-c2ccccc2)c(-c2ccccc2)[nH]1)C(=O)Nc1ccc(F)cc1F, [Na+], O=S([O-])O. The product is CCCCCCCN(CCCCCS(=O)c1nc(-c2ccccc2)c(-c2ccccc2)[nH]1)C(=O)Nc1ccc(F)cc1F. Reaction SMILES: [CH2:59]([Cl:60])[Cl:61].[Cl:43][c:44]1[cH:45][cH:46][cH:47][c:48]([C:49]([O:50][OH:52])=[O:51])[cH:53]1.[F:1][c:2]1[c:3]([NH:9][C:10]([N:11]([CH2:12][CH2:13][CH2:14][CH2:15][CH2:16][CH2:17][CH3:18])[CH2:19][CH2:20][CH2:21][CH2:22][CH2:23][S:24][c:25]2[nH:26][c:27](-[c:36]3[cH:37][cH:38][cH:39][cH:40][cH:41]3)[c:28](-[c:30]3[cH:31][cH:32][cH:33][cH:34][cH:35]3)[n:29]2)=[O:42])[cH:4][cH:5][c:6]([F:8])[cH:7]1.[Na+:58].[S:54](=[O:55])([OH:56])[O-:57]>>[F:1][c:2]1[c:3]([NH:9][C:10]([N:11]([CH2:12][CH2:13][CH2:14][CH2:15][CH2:16][CH2:17][CH3:18])[CH2:19][CH2:20][CH2:21][CH2:22][CH2:23][S:24]([c:25]2[n:26][c:27](-[c:36]3[cH:37][cH:38][cH:39][cH:40][cH:41]3)[c:28](-[c:30]3[cH:31][cH:32][cH:33][cH:34][cH:35]3)[nH:29]2)=[O:51])=[O:42])[cH:4][cH:5][c:6]([F:8])[cH:7]1. Conditions: temperature 0 celsius, time 2 hour. RXN SMILES: [NH:1]([C:71]([O:73][C:74]([CH3:77])([CH3:76])[CH3:75])=[O:72])[C@H:2]([C:8]([NH:10][C@H:11]([C:29]([N:31]1[CH2:70][CH2:69][CH2:68][C@H:32]1[C:33]([NH:35][C@H:36]([C:38]([NH:40][C@H:41]([C:58]([O:60]CC1C=CC=CC=1)=[O:59])[CH2:42][CH2:43][CH2:44][CH2:45][NH:46][C:47]([O:49][CH2:50][C:51]1[CH:57]=[CH:56][CH:55]=[CH:54][C:52]=1[Cl:53])=[O:48])=[O:39])[CH3:37])=[O:34])=[O:30])[CH2:12][CH2:13][CH2:14][NH:15][C:16](=[NH:28])[NH:17][S:18]([C:21]1[CH:27]=[CH:26][C:24]([CH3:25])=[CH:23][CH:22]=1)(=[O:20])=[O:19])=[O:9])[CH2:3][CH2:4][C:5](=[O:7])[NH2:6].[OH-].[Na+].C(Cl)(Cl)Cl.CO>CO>[NH:1]([C:71]([O:73][C:74]([CH3:75])([CH3:77])[CH3:76])=[O:72])[C@H:2]([C:8]([NH:10][C@H:11]([C:29]([N:31]1[CH2:70][CH2:69][CH2:68][C@H:32]1[C:33]([NH:35][C@H:36]([C:38]([NH:40][C@H:41]([C:58]([OH:60])=[O:59])[CH2:42][CH2:43][CH2:44][CH2:45][NH:46][C:47]([O:49][CH2:50][C:51]1[CH:57]=[CH:56][CH:55]=[CH:54][C:52]=1[Cl:53])=[O:48])=[O:39])[CH3:37])=[O:34])=[O:30])[CH2:12][CH2:13][CH2:14][NH:15][C:16](=[NH:28])[NH:17][S:18]([C:21]1[CH:27]=[CH:26][C:24]([CH3:25])=[CH:23][CH:22]=1)(=[O:20])=[O:19])=[O:9])[CH2:3][CH2:4][C:5](=[O:7])[NH2:6] |f:1.2,3.4|. Product: N([C@@H](CCC(N)=O)C(=O)N[C@@H](CCCNC(NS(=O)(=O)C1=CC=C(C)C=C1)=N)C(=O)N1[C@H](C(=O)N[C@@H](C)C(=O)N[C@@H](CCCCNC(=O)OCC2=C(Cl)C=CC=C2)C(=O)O)CCC1)C(=O)OC(C)(C)C (Boc-Gln-Arg(Tos)-Pro-Ala-Lys(ClZ)-OH). Yield: 86.0%. Reactants: N([C@@H](CCC(N)=O)C(=O)N[C@@H](CCCNC(NS(=O)(=O)C1=CC=C(C)C=C1)=N)C(=O)N1[C@H](C(=O)N[C@@H](C)C(=O)N[C@@H](CCCCNC(=O)OCC2=C(Cl)C=CC=C2)C(=O)OCC2=CC=CC=C2)CCC1)C(=O)OC(C)(C)C (Boc-Gln-Arg(Tos)-Pro-Ala-Lys(ClZ)-OBzl), [OH-].[Na+] (NaOH), N([C@@H](CCC(N)=O)C(=O)N[C@@H](CCCNC(NS(=O)(=O)C1=CC=C(C)C=C1)=N)C(=O)N1[C@H](C(=O)N[C@@H](C)C(=O)N[C@@H](CCCCNC(=O)OCC2=C(Cl)C=CC=C2)C(=O)OCC2=CC=CC=C2)CCC1)C(=O)OC(C)(C)C (Boc-Gln-Arg(Tos)-Pro-Ala-Lys(ClZ)-OBzl), C(Cl)(Cl)Cl.CO (chloroform methanol). Run in CO (methanol), CO (methanol). Procedure details: At 0° C. to the solution of 770 mg (0.694 mmol) of Boc-Gln-Arg(Tos)-Pro-Ala-Lys(ClZ)-OBzl (SEQ ID NO: 16) in 18 ml of methanol 5 ml of the solution of NaOH in methanol (2 mol/L) were added. The reaction mixture was stirred at 0° C. for 2 h and TLC (chloroform/methanol, 15:1) indicated complete disappearance of Boc-Gln-Arg(Tos)-Pro-Ala-Lys(ClZ)-OBzl (SEQ ID NO: 16). The reaction mixture was neutralized to pH 7 and evaporated at room temperature to remove methanol. The residue was acidified to pH ...